From a dataset of the Open Reaction Database (ORD), a public repository of structured organic reaction records. describe an organic reaction: reactants, conditions, products, and yield Starting materials: [Br-], CC(C)(C)OC(=O)C1CCCN2C(=O)CCC(NC(=O)OCc3ccccc3)C(=O)N12, CO, [K+]. Product: O=C(NC1CCC(=O)N2CCCC(C(=O)O)N2C1=O)OCc1ccccc1. As a reaction SMILES: [Br-:32].[CH2:1]([c:2]1[cH:3][cH:4][cH:5][cH:6][cH:7]1)[O:8][C:9](=[O:10])[NH:11][CH:12]1[CH2:13][CH2:14][C:15](=[O:31])[N:16]2[N:17]([C:18]1=[O:19])[CH:20]([C:24](=[O:25])[O:26][C:27]([CH3:28])([CH3:29])[CH3:30])[CH2:21][CH2:22][CH2:23]2.[CH3:34][OH:35].[K+:33]>>[CH2:1]([c:2]1[cH:3][cH:4][cH:5][cH:6][cH:7]1)[O:8][C:9](=[O:10])[NH:11][CH:12]1[CH2:13][CH2:14][C:15](=[O:31])[N:16]2[N:17]([C:18]1=[O:19])[CH:20]([C:24](=[O:25])[OH:26])[CH2:21][CH2:22][CH2:23]2. Reactants: N#Cc1ccccc1B1OC=CC(C(=O)[O-])O1, O=C([O-])[O-], CN(C)C=O, CCOC(C)=O, [Cs+], [Cs+], COc1ncc(-c2ccccn2)cc1Br. The product is COc1ncc(-c2ccccn2)cc1-c1ccccc1C#N. Reaction SMILES: [C:16](#[N:17])[c:18]1[c:19]([B:24]2[O:25][CH:26]([C:27]([O-:28])=[O:29])[CH:30]=[CH:31][O:32]2)[cH:20][cH:21][cH:22][cH:23]1.[C:33](=[O:34])([O-:35])[O-:36].[CH3:39][N:40]([CH3:41])[CH:42]=[O:43].[CH3:44][CH2:45][O:46][C:47](=[O:48])[CH3:49].[Cs+:37].[Cs+:38].[n:1]1[c:2](-[c:7]2[cH:8][c:9]([Br:15])[c:10]([O:13][CH3:14])[n:11][cH:12]2)[cH:3][cH:4][cH:5][cH:6]1>>[n:1]1[c:2](-[c:7]2[cH:8][c:9](-[c:19]3[c:18]([C:16]#[N:17])[cH:23][cH:22][cH:21][cH:20]3)[c:10]([O:13][CH3:14])[n:11][cH:12]2)[cH:3][cH:4][cH:5][cH:6]1. Reactants: CO.C(Cl)(Cl)Cl (MeOH CHCl3), NC=1C=CC(=NC1)Cl (5-amino-2-chloropyridine), C1=CC=C(C=C1)OC(=NC#N)OC2=CC=CC=C2 (diphenylcyanocarbonimidate), CCOCC (ether). Run in C=C (ethylene). Conditions: time 6 hour. Product: C(#N)N=C(NC=1C=NC(=CC1)Cl)OC1=CC=CC=C1 (N'-Cyano-N-(6-chloro-3-pyridyl)-O-phenylisourea). The yield is 95.7%. As a reaction SMILES: [NH2:1][C:2]1[CH:3]=[CH:4][C:5]([Cl:8])=[N:6][CH:7]=1.[CH:9]1[CH:14]=[CH:13][C:12]([O:15][C:16](OC2C=CC=CC=2)=[N:17][C:18]#[N:19])=[CH:11][CH:10]=1.CCOCC.CO.C(Cl)(Cl)Cl>C=C>[C:18]([N:17]=[C:16]([O:15][C:12]1[CH:13]=[CH:14][CH:9]=[CH:10][CH:11]=1)[NH:1][C:2]1[CH:7]=[N:6][C:5]([Cl:8])=[CH:4][CH:3]=1)#[N:19] |f:3.4|. Procedure details: A stirred mixture of 5-amino-2-chloropyridine (1.3 g, 0.01 mol) and diphenylcyanocarbonimidate (2.4 g, 0.01 mol) in 15 ml of ethylene glycoldimethyl ether (DME), under nitrogen, was kept at 60° C. for 24 hours and at 85° C. for 6 hours when it was allowed to cool to room temperature. The solvent was removed in vacuo and the residue was heated to a melt at 120° C., under nitrogen, for 1 hour to complete the reaction as shown by TLC (5% MeOH/CHCl3). This was allowed to cool and was triturated with... The reactants are ClC1=C(C=CC=C1)C1=COC2=C1C=C(C=C2)C=2OC(=NN2)S(=O)(=O)C (2-[3-(2-chlorophenyl)-1-benzofuran-5-yl]-5-(methylsulfonyl)-1,3,4-oxadiazole), CN.O1CCCC1 (methylamine tetrahydrofuran). The product is ClC1=C(C=CC=C1)C1=COC2=C1C=C(C=C2)C2=NN=C(O2)NC (5-[3-(2-chlorophenyl)-1-benzofuran-5-yl]-N-methyl-1,3,4-oxadiazol-2-amine). Yield: 65.0%. As a reaction SMILES: [Cl:1][C:2]1[CH:7]=[CH:6][CH:5]=[CH:4][C:3]=1[C:8]1[C:12]2[CH:13]=[C:14]([C:17]3[O:18][C:19](S(C)(=O)=O)=[N:20][N:21]=3)[CH:15]=[CH:16][C:11]=2[O:10][CH:9]=1.[CH3:26][NH2:27].O1CCCC1>>[Cl:1][C:2]1[CH:7]=[CH:6][CH:5]=[CH:4][C:3]=1[C:8]1[C:12]2[CH:13]=[C:14]([C:17]3[O:18][C:19]([NH:27][CH3:26])=[N:20][N:21]=3)[CH:15]=[CH:16][C:11]=2[O:10][CH:9]=1 |f:1.2|. Reported procedure: In the same manner as in Example 110 and using 2-[3-(2-chlorophenyl)-1-benzofuran-5-yl]-5-(methylsulfonyl)-1,3,4-oxadiazole instead of 2-(2,3-dihydro-1-benzofuran-5-yl)-5-(methylsulfonyl)-1,3,4-oxadiazole and using 2M methylamine-tetrahydrofuran solution instead of 3-fluorobenzylalcohol, the title compound (yield 65%) was obtained as colorless crystals. The reactants are BrC=1C=C2C=CC3=C(NC(=N3)[C@H]3N(CCC3)C([C@H](C(C)C)NC(OC)=O)=O)C2=CC1 (Methyl (S)-1-((S)-2-(7-bromo-1H-naphtho[1,2-d]imidazol-2-yl)pyrrolidin-1-yl)-3-methyl-1-oxobutan-2-ylcarbamate), C(=O)([O-])[O-].[K+].[K+] (K2CO3), CC1(OB(OC1(C)C)C=1C=C2CCC3=C(NC(=N3)[C@H]3N([C@@H]4CC[C@H]3C4)C(=O)OC(C)(C)C)C2=CC1)C ((1R,3S,4S)-tert-butyl 3-(7-(4,4,5,5-tetramethyl-1,3,2-dioxaborolan-2-yl)-4,5-dihydro-1H-naphtho[1,2-d]imidazol-2-yl)-2-azabicyclo[2.2.1]heptane-2-carboxylate). Reagents/catalysts: C=1C=CC(=CC1)[P](C=2C=CC=CC2)(C=3C=CC=CC3)[Pd]([P](C=4C=CC=CC4)(C=5C=CC=CC5)C=6C=CC=CC6)([P](C=7C=CC=CC7)(C=8C=CC=CC8)C=9C=CC=CC9)[P](C=1C=CC=CC1)(C=1C=CC=CC1)C=1C=CC=CC1 (Pd(PPh3)4). Run in COCCOC (DME). Reaction conditions: temperature 85 celsius. Yields the product C(C)(C)(C)OC(=O)N1[C@@H]2CC[C@H]([C@H]1C1=NC3=C(N1)C1=CC=C(C=C1CC3)C=3C=C1C=CC4=C(NC(=N4)[C@H]4N(CCC4)C([C@H](C(C)C)NC(=O)OC)=O)C1=CC3)C2 ((1R,3S,4S)-tert-butyl-3-(2′-((S)-1-((S)-2-(methoxycarbonylamino)-3-methylbutanoyl) pyrrolidin-2-yl)-4,5-dihydro-1H,1′H-7,7′-binaphtho[1,2-d]imidazol-2-yl)-2-azabicyclo [2.2.1]heptane-2-carboxylate). The yield is 39.7%. Reaction SMILES: Br[C:2]1[CH:3]=[C:4]2[C:28](=[CH:29][CH:30]=1)[C:8]1[NH:9][C:10]([C@@H:12]3[CH2:16][CH2:15][CH2:14][N:13]3[C:17](=[O:27])[C@@H:18]([NH:22][C:23](=[O:26])[O:24][CH3:25])[CH:19]([CH3:21])[CH3:20])=[N:11][C:7]=1[CH:6]=[CH:5]2.CC1(C)C(C)(C)OB([C:39]2[CH:40]=[C:41]3[C:63](=[CH:64][CH:65]=2)[C:45]2[NH:46][C:47]([C@@H:49]4[C@@H:54]5[CH2:55][C@@H:51]([CH2:52][CH2:53]5)[N:50]4[C:56]([O:58][C:59]([CH3:62])([CH3:61])[CH3:60])=[O:57])=[N:48][C:44]=2[CH2:43][CH2:42]3)O1.C([O-])([O-])=O.[K+].[K+]>COCCOC.C1C=CC([P]([Pd]([P](C2C=CC=CC=2)(C2C=CC=CC=2)C2C=CC=CC=2)([P](C2C=CC=CC=2)(C2C=CC=CC=2)C2C=CC=CC=2)[P](C2C=CC=CC=2)(C2C=CC=CC=2)C2C=CC=CC=2)(C2C=CC=CC=2)C2C=CC=CC=2)=CC=1>[C:59]([O:58][C:56]([N:50]1[C@H:49]([C:47]2[NH:46][C:45]3[C:63]4[C:41]([CH2:42][CH2:43][C:44]=3[N:48]=2)=[CH:40][C:39]([C:2]2[CH:3]=[C:4]3[C:28](=[CH:29][CH:30]=2)[C:8]2[NH:9][C:10]([C@@H:12]5[CH2:16][CH2:15][CH2:14][N:13]5[C:17](=[O:27])[C@@H:18]([NH:22][C:23]([O:24][CH3:25])=[O:26])[CH:19]([CH3:21])[CH3:20])=[N:11][C:7]=2[CH:6]=[CH:5]3)=[CH:65][CH:64]=4)[C@@H:54]2[CH2:55][C@H:51]1[CH2:52][CH2:53]2)=[O:57])([CH3:62])([CH3:60])[CH3:61] |f:2.3.4,^1:82,84,103,122|. Procedure: Methyl (S)-1-((S)-2-(7-bromo-1H-naphtho[1,2-d]imidazol-2-yl)pyrrolidin-1-yl)-3-methyl-1-oxobutan-2-ylcarbamate (482 mg, 1.02 mmol) and (1R,3S,4S)-tert-butyl 3-(7-(4,4,5,5-tetramethyl-1,3,2-dioxaborolan-2-yl)-4,5-dihydro-1H-naphtho[1,2-d]imidazol-2-yl)-2-azabicyclo[2.2.1]heptane-2-carboxylate (552 mg, 1.12 mmol) were combined in DME (12 mL). Pd(PPh3)4 (118 mg, 0.102 mmol) and K2CO3 (2M H2O, 1.68 mL, 3.36 mmol) were added, and the solution was degassed with N2 for 10 min. The solution was heated t... Starting materials: C[O-], CO, CS(C)=O, NC(=O)c1cc(-c2cccs2)cc2c(C3CCN(S(=O)(=O)CCCCl)CC3)c[nH]c12, [Na+]. Yields the product COCCCS(=O)(=O)N1CCC(c2c[nH]c3c(C(N)=O)cc(-c4cccs4)cc23)CC1. Reaction SMILES: [CH3:31][O-:32].[CH3:34][OH:35].[CH3:36][S:37]([CH3:38])=[O:39].[Cl:1][CH2:2][CH2:3][CH2:4][S:5](=[O:6])(=[O:7])[N:8]1[CH2:9][CH2:10][CH:11]([c:14]2[cH:15][nH:16][c:17]3[c:18]([C:28](=[O:29])[NH2:30])[cH:19][c:20](-[c:23]4[s:24][cH:25][cH:26][cH:27]4)[cH:21][c:22]23)[CH2:12][CH2:13]1.[Na+:33]>>[CH2:2]([CH2:3][CH2:4][S:5](=[O:6])(=[O:7])[N:8]1[CH2:9][CH2:10][CH:11]([c:14]2[cH:15][nH:16][c:17]3[c:18]([C:28](=[O:29])[NH2:30])[cH:19][c:20](-[c:23]4[s:24][cH:25][cH:26][cH:27]4)[cH:21][c:22]23)[CH2:12][CH2:13]1)[O:32][CH3:31]. Reactants: O=C([O-])[O-], CI, CC(C)=O, O=C1Nc2ccccc2C1=C(Nc1cccc(NC(=O)C(F)(F)F)c1)c1ccccc1, [K+], [K+]. Product: CN(C(=O)C(F)(F)F)c1cccc(NC(=C2C(=O)Nc3ccccc32)c2ccccc2)c1. As a reaction SMILES: [C:32](=[O:33])([O-:34])[O-:35].[CH3:38][I:39].[CH3:40][C:41](=[O:42])[CH3:43].[F:1][C:2]([C:3](=[O:4])[NH:5][c:6]1[cH:7][c:8]([NH:12][C:13]([c:14]2[cH:15][cH:16][cH:17][cH:18][cH:19]2)=[C:20]2[C:21](=[O:29])[NH:22][c:23]3[cH:24][cH:25][cH:26][cH:27][c:28]32)[cH:9][cH:10][cH:11]1)([F:30])[F:31].[K+:36].[K+:37]>>[F:1][C:2]([C:3](=[O:4])[N:5]([c:6]1[cH:7][c:8]([NH:12][C:13]([c:14]2[cH:15][cH:16][cH:17][cH:18][cH:19]2)=[C:20]2[C:21](=[O:29])[NH:22][c:23]3[cH:24][cH:25][cH:26][cH:27][c:28]32)[cH:9][cH:10][cH:11]1)[CH3:32])([F:30])[F:31]. Reactants: C[Si](OC1=CCCC=C1)(C)C (2-[(trimethylsilyl)oxy]-1,3-cyclohexadiene), C(C)(=O)O[C@@H]1[C@H](C(N1[Si](C)(C)C)=O)[C@@H](C)O[Si](C)(C)C(C)(C)C ((3R,4R)-4-acetoxy-3-[(R)-1-[(tert-butyldimethylsilyl)oxy]ethyl]-1-trimethylsilylazetidin-2-one), stannous chloride, Cl[Si](C)(C)C (chlorotrimethylsilane), C[Si](OC1=CCCC=C1)(C)C (2-[(trimethylsilyl)oxy]-1,3-cyclohexadiene). Solvent: ClCCl (dichloromethane), ClCCl (dichloromethane), ClCCl (dichloromethane), ClCCl (dichloromethane). Reaction conditions: time 5 hour. The product is (3S,4R)-3-[(R)-1-[(tert-butyldimethylsilyl)oxy]ethyl]-4-[(R)-2-oxo-3-cyclohexen-1-yl]azetiidin-2, [Si](C)(C)(C(C)(C)C)O[C@H](C)[C@H]1C(N[C@@H]1[C@H]1C(C=CCC1)=O)=O ((3S,4R)-3-[(R)-1-[(tert-butyldimethylsilyl)oxy]ethyl]-4-[(S)-2-oxo-3-cyclohexen-1-yl]azetidin-2-one). Yield: 14.8%. Reaction SMILES: Cl[Si](C)(C)C.C(O[C@H:10]1[N:13]([Si](C)(C)C)[C:12](=[O:18])[C@@H:11]1[C@H:19]([O:21][Si:22]([C:25]([CH3:28])([CH3:27])[CH3:26])([CH3:24])[CH3:23])[CH3:20])(=O)C.C[Si](C)(C)[O:31][C:32]1[CH:37]=[CH:36][CH2:35][CH2:34][CH:33]=1>ClCCl>[Si:22]([O:21][C@@H:19]([C@@H:11]1[C@@H:10]([C@@H:37]2[CH2:36][CH2:35][CH:34]=[CH:33][C:32]2=[O:31])[NH:13][C:12]1=[O:18])[CH3:20])([C:25]([CH3:26])([CH3:27])[CH3:28])([CH3:23])[CH3:24]. Reported procedure: To stannous chloride (379 mg) was added a dichloromethane solution (10 ml) of chlorotrimethylsilane (217 mg) followed by addition of a dichloromethane solution (10 ml) of (3R,4R)-4-acetoxy-3-[(R)-1-[(tert-butyldimethylsilyl)oxy]ethyl]-1-trimethylsilylazetidin-2-one (7.19 g). To this suspension was added a dichloromethane solution (10 ml) of 2-[(trimethylsilyl)oxy]-1,3-cyclohexadiene (4.05 g) dropwise at room temperature over a period of 1 hour. The mixture was stirred at 25° C. for 2 hours, at t... Starting materials: N[C@@H](CC(=O)O)C(N)=O (isoaspargine), [N+](=O)([O-])C1=C2C(C(=O)OC2=O)=CC=C1 (3-nitrophthalic anhydride). The solvent is C(C)(=O)O (acetic acid). Product: [N+](=O)([O-])C1=C2CN(C(C2=CC=C1)=O)C(CC(=O)O)C(N)=O (3-(4-nitro-1-oxoisoindolin-2-yl)-3-carbamoylpropanoic acid). As a reaction SMILES: [NH2:1][C@H:2]([C:7](=[O:9])[NH2:8])[CH2:3][C:4]([OH:6])=[O:5].[N+:10]([C:13]1[CH:23]=[CH:22][CH:21]=[C:15]2[C:16](O[C:19](=O)[C:14]=12)=[O:17])([O-:12])=[O:11]>C(O)(=O)C>[N+:10]([C:13]1[CH:23]=[CH:22][CH:21]=[C:15]2[C:14]=1[CH2:19][N:1]([CH:2]([C:7](=[O:9])[NH2:8])[CH2:3][C:4]([OH:6])=[O:5])[C:16]2=[O:17])([O-:12])=[O:11]. Procedure: A mixture of isoaspargine (10 mmol) and 3-nitrophthalic anhydride (10 mmol) in 15 ml of acetic acid is heated to reflux. The cooled reaction mixture is concentrated and the residue is purified by chromatography to afford 3-(4-nitro-1-oxoisoindolin-2-yl)-3-carbamoylpropanoic acid.